Dataset: the Open Reaction Database (ORD), a public repository of structured organic reaction records. Task: describe an organic reaction: reactants, conditions, products, and yield Starting materials: COCN(c1onc(C)c1Cl)S(=O)(=O)c1ccsc1C(=O)Cl, COCN(c1onc(C)c1Cl)S(=O)(=O)c1cc(C)sc1C(=O)O. Product: [Cl-], COCN(c1onc(C)c1Cl)S(=O)(=O)c1cc(C)sc1C(=O)O. As a reaction SMILES: [Cl:1][c:2]1[c:3]([CH3:4])[n:5][o:6][c:7]1[N:8]([CH2:9][O:10][CH3:11])[S:12]([c:13]1[cH:14][cH:15][s:16][c:17]1[C:18]([Cl:19])=[O:20])(=[O:21])=[O:22].[Cl:23][c:24]1[c:25]([CH3:45])[n:26][o:27][c:28]1[N:29]([S:30](=[O:31])(=[O:32])[c:33]1[c:34]([C:39](=[O:40])[OH:41])[s:35][c:36]([CH3:38])[cH:37]1)[CH2:42][O:43][CH3:44]>>[Cl-:1].[Cl:23][c:24]1[c:25]([CH3:45])[n:26][o:27][c:28]1[N:29]([S:30](=[O:31])(=[O:32])[c:33]1[c:34]([C:39](=[O:40])[OH:41])[s:35][c:36]([CH3:38])[cH:37]1)[CH2:42][O:43][CH3:44]. Starting materials: ClC=1C=C(C=CC1Cl)C=1SC=C(C1O)C(C)=NN (2-(3,4-Dichlorophenyl)-4-(1-hydrazonoethyl)-thiophen-3-ol), CO (Methanol), O (water), N(=C=S)C1=CC2=C(OCCO2)C=C1 (6-isothiocyanato-2,3-dihydrobenzo[1,4]dioxine). The solvent is CN(C=O)C (dimethylformamide). Run at time 4 hour. Product: ClC=1C=C(C=CC1Cl)C1=C(C(=CS1)C(C)=NNC(NC1=CC2=C(OCCO2)C=C1)=S)O (6-(2-{1-[5-(3,4-Dichlorophenyl)-4-hydroxythiophen-3-yl]ethylidene}hydrazinecarbothioamido)-2,3-dihydrobenzo[1,4]dioxine). Isolated yield 65.0%. As a reaction SMILES: [Cl:1][C:2]1[CH:3]=[C:4]([C:9]2[S:10][CH:11]=[C:12]([C:15](=[N:17][NH2:18])[CH3:16])[C:13]=2[OH:14])[CH:5]=[CH:6][C:7]=1[Cl:8].[N:19]([C:22]1[CH:31]=[CH:30][C:25]2[O:26][CH2:27][CH2:28][O:29][C:24]=2[CH:23]=1)=[C:20]=[S:21].CO.O>CN(C)C=O>[Cl:1][C:2]1[CH:3]=[C:4]([C:9]2[S:10][CH:11]=[C:12]([C:15](=[N:17][NH:18][C:20](=[S:21])[NH:19][C:22]3[CH:31]=[CH:30][C:25]4[O:26][CH2:27][CH2:28][O:29][C:24]=4[CH:23]=3)[CH3:16])[C:13]=2[OH:14])[CH:5]=[CH:6][C:7]=1[Cl:8]. Procedure details: 2-(3,4-Dichlorophenyl)-4-(1-hydrazonoethyl)-thiophen-3-ol (25 mg, 0.08 mmol) prepared in Reference Synthetic Example 13 in dimethylformamide (0.25 mL) was stirred with 6-isothiocyanato-2,3-dihydrobenzo[1,4]dioxine (24 mg, 0.13 mmol, at 30° C. for 4 hours. Methanol and water were added to the reaction solution, and the resulting crystals were collected by filtration, washed and dried to give 28 mg of the desired product (yield 65%). The reactants are BrC=C1c2ccccc2CCc2ccccc21, OB(O)c1cc(C(F)(F)F)cc(C(F)(F)F)c1. The product is FC(F)(F)c1cc(C=C2c3ccccc3CCc3ccccc32)cc(C(F)(F)F)c1. RXN SMILES: [Br:1][CH:2]=[C:3]1[c:4]2[c:5]([cH:14][cH:15][cH:16][cH:17]2)[CH2:6][CH2:7][c:8]2[c:9]1[cH:10][cH:11][cH:12][cH:13]2.[F:18][C:19]([c:20]1[cH:21][c:22]([B:30]([OH:31])[OH:32])[cH:23][c:24]([C:26]([F:27])([F:28])[F:29])[cH:25]1)([F:33])[F:34]>>[CH:2](=[C:3]1[c:4]2[c:5]([cH:14][cH:15][cH:16][cH:17]2)[CH2:6][CH2:7][c:8]2[c:9]1[cH:10][cH:11][cH:12][cH:13]2)[c:22]1[cH:21][c:20]([C:19]([F:18])([F:33])[F:34])[cH:25][c:24]([C:26]([F:27])([F:28])[F:29])[cH:23]1. Reactants: N#Cc1ncccc1Cl, CN1CCCC1=O, CCOC(C)=O, [F-], [K+]. Product: N#Cc1ncccc1F. RXN SMILES: [C:1](#[N:2])[c:3]1[n:4][cH:5][cH:6][cH:7][c:8]1[Cl:9].[CH3:12][N:13]1[CH2:14][CH2:15][CH2:16][C:17]1=[O:18].[CH3:19][CH2:20][O:21][C:22](=[O:23])[CH3:24].[F-:10].[K+:11]>>[C:1](#[N:2])[c:3]1[n:4][cH:5][cH:6][cH:7][c:8]1[F:10]. Starting materials: ICCCCCCCCC1CC2=C(C(=C(C(=C2C1)OC)OC)OC)OC (2-(8-iodooctyl)-4,5,6,7-tetramethoxyindan), C1(=CC=CC=C1)C(N1CCNCC1)C1=CC=CC=C1 (1-diphenylmethylpiperazine), C([O-])([O-])=O.[K+].[K+] (potassium carbonate). The solvent is CN(C)C=O (DMF), O (water). Run at time 12 hour. The product is COC1=C2CC(CC2=C(C(=C1OC)OC)OC)CCCCCCCCN1CCN(CC1)C(C1=CC=CC=C1)C1=CC=CC=C1 (1-[8-(4,5,6,7-Tetramethoxyindan-2-yl)octyl]-4-diphenylmethylpiperazine). Yield: 80.6%. Reaction SMILES: I[CH2:2][CH2:3][CH2:4][CH2:5][CH2:6][CH2:7][CH2:8][CH2:9][CH:10]1[CH2:18][C:17]2[C:12](=[C:13]([O:25][CH3:26])[C:14]([O:23][CH3:24])=[C:15]([O:21][CH3:22])[C:16]=2[O:19][CH3:20])[CH2:11]1.[C:27]1([CH:33]([C:40]2[CH:45]=[CH:44][CH:43]=[CH:42][CH:41]=2)[N:34]2[CH2:39][CH2:38][NH:37][CH2:36][CH2:35]2)[CH:32]=[CH:31][CH:30]=[CH:29][CH:28]=1.C(=O)([O-])[O-].[K+].[K+]>CN(C=O)C.O>[CH3:26][O:25][C:13]1[C:14]([O:23][CH3:24])=[C:15]([O:21][CH3:22])[C:16]([O:19][CH3:20])=[C:17]2[C:12]=1[CH2:11][CH:10]([CH2:9][CH2:8][CH2:7][CH2:6][CH2:5][CH2:4][CH2:3][CH2:2][N:37]1[CH2:38][CH2:39][N:34]([CH:33]([C:27]3[CH:32]=[CH:31][CH:30]=[CH:29][CH:28]=3)[C:40]3[CH:45]=[CH:44][CH:43]=[CH:42][CH:41]=3)[CH2:35][CH2:36]1)[CH2:18]2 |f:2.3.4|. Procedure details: The mixture of 2-(8-iodooctyl)-4,5,6,7-tetramethoxyindan (1.17 g), 1-diphenylmethylpiperazine (1.24 g) and potassium carbonate (1.70 g) in DMF (10 ml) was stirred at room temperature for 12 hr. The reaction mixture was diluted with water and extracted with ethyl acetate. The organic layer was washed with water and saturated aqueous sodium chloride and dried. The solvent was removed in vacuo. The residue was purified by alumina column chromatography (hexane to hexane:ethyl acetate=10:1) to yield ... Starting materials: BrC=1C=NC=CC1Cl (3-bromo-4-chloropyridine), FC(CO)(F)F (2,2,2-trifluoroethanol). Yields the product BrC=1C=NC=CC1OCC(F)(F)F (3-Bromo-4-(2,2,2-trifluoro-ethoxy)-pyridine). As a reaction SMILES: [Br:1][C:2]1[CH:3]=[N:4][CH:5]=[CH:6][C:7]=1Cl.[F:9][C:10]([F:14])([F:13])[CH2:11][OH:12]>>[Br:1][C:2]1[CH:3]=[N:4][CH:5]=[CH:6][C:7]=1[O:12][CH2:11][C:10]([F:14])([F:13])[F:9]. Procedure details: The title compound was synthesized in analogy to Example 53a, using 3-bromo-4-chloropyridine (CAN 36953-42-1) and 2,2,2-trifluoroethanol (CAN 75-89-8) as starting materials and isolated (7.4 g, 78%) as a yellow oil; MS (ESI, m/z): 256.1 (M+H+). Starting materials: CC(C)(C)O, O=C(c1ccccc1)c1ccncc1, CC(C)(C)[O-], Cc1ccccc1, [K+], O=C(CO)c1ccccc1. Product: O=C1CC(c2ccccc2)(c2ccncc2)Oc2ccccc21. RXN SMILES: [C:15]([OH:16])([CH3:17])([CH3:18])[CH3:19].[C:1]([c:2]1[cH:3][cH:4][cH:5][cH:6][cH:7]1)(=[O:8])[c:9]1[cH:10][cH:11][n:12][cH:13][cH:14]1.[CH3:20][C:21]([CH3:22])([O-:23])[CH3:24].[CH3:36][c:37]1[cH:38][cH:39][cH:40][cH:41][cH:42]1.[K+:25].[OH:26][CH2:27][C:28](=[O:29])[c:30]1[cH:31][cH:32][cH:33][cH:34][cH:35]1>>[C:1]1([c:2]2[cH:3][cH:4][cH:5][cH:6][cH:7]2)([c:9]2[cH:10][cH:11][n:12][cH:13][cH:14]2)[O:8][c:31]2[c:30]([cH:35][cH:34][cH:33][cH:32]2)[C:28](=[O:29])[CH2:27]1. Reactants: O1CCOC2=C1C=CC(=C2)CN(C(OC(C)(C)C)=O)C2CCN(CC2)CCN2C(C=CC1=CC=NC=C21)=O (tert-butyl (2,3-dihydro-1,4-benzodioxin-6-ylmethyl)(1-(2-(2-oxo-1,7-naphthyridin-1(2H)-yl)ethyl)piperidin-4-yl)carbamate), Cl.C(C)(=O)OCC (hydrogen chloride ethyl acetate). The product is Cl.O1CCOC2=C1C=CC(=C2)CNC2CCN(CC2)CCN2C(C=CC1=CC=NC=C21)=O (1-(2-(4-((2,3-dihydro-1,4-benzodioxin-6-ylmethyl)amino)piperidin-1-yl)ethyl)-1,7-naphthyridin-2(1H)-one hydrochloride). Reaction SMILES: [O:1]1[C:6]2[CH:7]=[CH:8][C:9]([CH2:11][N:12]([CH:20]3[CH2:25][CH2:24][N:23]([CH2:26][CH2:27][N:28]4[C:37]5[C:32](=[CH:33][CH:34]=[N:35][CH:36]=5)[CH:31]=[CH:30][C:29]4=[O:38])[CH2:22][CH2:21]3)C(=O)OC(C)(C)C)=[CH:10][C:5]=2[O:4][CH2:3][CH2:2]1.[ClH:39].C(OCC)(=O)C>>[ClH:39].[O:1]1[C:6]2[CH:7]=[CH:8][C:9]([CH2:11][NH:12][CH:20]3[CH2:25][CH2:24][N:23]([CH2:26][CH2:27][N:28]4[C:37]5[C:32](=[CH:33][CH:34]=[N:35][CH:36]=5)[CH:31]=[CH:30][C:29]4=[O:38])[CH2:22][CH2:21]3)=[CH:10][C:5]=2[O:4][CH2:3][CH2:2]1 |f:1.2,3.4|. Procedure: To 0.15 g of tert-butyl (2,3-dihydro-1,4-benzodioxin-6-ylmethyl)(1-(2-(2-oxo-1,7-naphthyridin-1(2H)-yl)ethyl)piperidin-4-yl)carbamate, 8 mL of a 4 mol/L hydrogen chloride/ethyl acetate solution was added, the mixture was reacted at room temperature for 21 hours, and the solvent was distilled off under reduced pressure. Ethanol was added to the resultant residue, the solvent was distilled off under reduced pressure, ethyl acetate was then added to the resultant residue, and the solid was filtered... As a reaction SMILES: [CH3:29][C:30]([Cl:31])=[O:32].[ClH:1].[ClH:2].[N:3]1([c:9]2[c:10]([F:28])[cH:11][c:12]([N:15]3[C:16](=[O:27])[O:17][CH:18]([CH2:20][O:21][c:22]4[n:23][o:24][cH:25][cH:26]4)[CH2:19]3)[cH:13][cH:14]2)[CH2:4][CH2:5][NH:6][CH2:7][CH2:8]1>>[N:3]1([c:9]2[c:10]([F:28])[cH:11][c:12]([N:15]3[C:16](=[O:27])[O:17][CH:18]([CH2:20][O:21][c:22]4[n:23][o:24][cH:25][cH:26]4)[CH2:19]3)[cH:13][cH:14]2)[CH2:4][CH2:5][N:6]([C:30]([CH3:29])=[O:32])[CH2:7][CH2:8]1. Reactants: CC(=O)Cl, Cl, Cl, O=C1OC(COc2ccon2)CN1c1ccc(N2CCNCC2)c(F)c1. Product: CC(=O)N1CCN(c2ccc(N3CC(COc4ccon4)OC3=O)cc2F)CC1.